Task: describe an organic reaction: reactants, conditions, products, and yield. Dataset: the Open Reaction Database (ORD), a public repository of structured organic reaction records Reactants: B, C=C(CCCCC(C)(C)C(=O)OCC)CCCCC(C)(C)C(=O)OCC, C1CCOC1, CSC, [Na+], [OH-], OO. Product: CCOC(=O)C(C)(C)CCCCC(CO)CCCCC(C)(C)C(=O)OCC. Reaction SMILES: [BH3:30].[CH2:1]([CH3:2])[O:3][C:4]([C:5]([CH2:6][CH2:7][CH2:8][CH2:9][C:10]([CH2:11][CH2:12][CH2:13][CH2:14][C:15]([C:16](=[O:17])[O:18][CH2:19][CH3:20])([CH3:21])[CH3:22])=[CH2:23])([CH3:24])[CH3:25])=[O:26].[CH2:35]1[O:36][CH2:37][CH2:38][CH2:39]1.[CH3:27][S:28][CH3:29].[Na+:34].[OH-:33].[OH:31][OH:32]>>[CH2:1]([CH3:2])[O:3][C:4]([C:5]([CH2:6][CH2:7][CH2:8][CH2:9][CH:10]([CH2:11][CH2:12][CH2:13][CH2:14][C:15]([C:16](=[O:17])[O:18][CH2:19][CH3:20])([CH3:21])[CH3:22])[CH2:23][OH:31])([CH3:24])[CH3:25])=[O:26]. Starting materials: CO, COc1cc(C(=O)O)ccc1C, Cl. Yields the product COC(=O)c1ccc(C)c(OC)c1. RXN SMILES: [CH3:14][OH:15].[CH3:1][O:2][c:3]1[cH:4][c:5]([C:6](=[O:7])[OH:8])[cH:9][cH:10][c:11]1[CH3:12].[ClH:13]>>[CH3:1][O:2][c:3]1[cH:4][c:5]([C:6](=[O:7])[O:8][CH3:14])[cH:9][cH:10][c:11]1[CH3:12]. Starting materials: CCOC(C)=O, Cl, CC(C)(C)OC(=O)N(CCC(N)=O)C1CCN(C(=O)OCc2ccccc2)CC1. Product: O=C1CCN(C2CCN(C(=O)OCc3ccccc3)CC2)C(=O)N1. Reaction SMILES: [CH3:31][CH2:32][O:33][C:34](=[O:35])[CH3:36].[ClH:1].[NH2:2][C:3]([CH2:4][CH2:5][N:6]([CH:7]1[CH2:8][CH2:9][N:10]([C:13](=[O:14])[O:15][CH2:16][c:17]2[cH:18][cH:19][cH:20][cH:21][cH:22]2)[CH2:11][CH2:12]1)[C:23](=[O:24])[O:25][C:26]([CH3:27])([CH3:28])[CH3:29])=[O:30]>>[NH:2]1[C:3](=[O:30])[CH2:4][CH2:5][N:6]([CH:7]2[CH2:8][CH2:9][N:10]([C:13](=[O:14])[O:15][CH2:16][c:17]3[cH:18][cH:19][cH:20][cH:21][cH:22]3)[CH2:11][CH2:12]2)[C:23]1=[O:24]. Reagents/catalysts: C=1C=CC(=CC1)[P](C=2C=CC=CC2)(C=3C=CC=CC3)[Pd]([P](C=4C=CC=CC4)(C=5C=CC=CC5)C=6C=CC=CC6)([P](C=7C=CC=CC7)(C=8C=CC=CC8)C=9C=CC=CC9)[P](C=1C=CC=CC1)(C=1C=CC=CC1)C=1C=CC=CC1 (Pd(PPh3)4). Solvent: O1CCOCC1 (dioxane), CCO (EtOH), O (water). Run at temperature 105 celsius. RXN SMILES: Cl[C:2]1[N:7]=[C:6]([CH3:8])[N:5]=[C:4]([NH2:9])[CH:3]=1.[Cl:10][C:11]1[CH:12]=[C:13](B(O)O)[C:14]([F:17])=[N:15][CH:16]=1.C([O-])(=O)C.[K+].C([O-])([O-])=O.[Na+].[Na+]>O1CCOCC1.CCO.O.C1C=CC([P]([Pd]([P](C2C=CC=CC=2)(C2C=CC=CC=2)C2C=CC=CC=2)([P](C2C=CC=CC=2)(C2C=CC=CC=2)C2C=CC=CC=2)[P](C2C=CC=CC=2)(C2C=CC=CC=2)C2C=CC=CC=2)(C2C=CC=CC=2)C2C=CC=CC=2)=CC=1>[Cl:10][C:11]1[CH:12]=[C:13]([C:2]2[N:7]=[C:6]([CH3:8])[N:5]=[C:4]([NH2:9])[CH:3]=2)[C:14]([F:17])=[N:15][CH:16]=1 |f:2.3,4.5.6,^1:45,47,66,85|. Product: ClC=1C=C(C(=NC1)F)C1=CC(=NC(=N1)C)N (6-(5-chloro-2-fluoropyridin-3-yl)-2-methylpyrimidin-4-amine). The reactants are ClC=1C=C(C(=NC1)F)B(O)O (5-chloro-2-fluoropyridin-3-ylboronic acid), C(=O)([O-])[O-].[Na+].[Na+] (Na2CO3), ClC1=CC(=NC(=N1)C)N (6-chloro-2-methylpyrimidin-4-amine), ClC=1C=C(C(=NC1)F)B(O)O (5-chloro-2-fluoropyridin-3-ylboronic acid), C(C)(=O)[O-].[K+] (potassium acetate). Procedure details: A mixture of 6-chloro-2-methylpyrimidin-4-amine (1.03 g, 7.17 mmol) (SynChem Inc,), 5-chloro-2-fluoropyridin-3-ylboronic acid (1.572 g, 8.97 mmol) (Combi-Blocks Inc.), PdCl2AmPhos (0.254 g, 0.359 mmol) and potassium acetate (2.11 g, 21.52 mmol) in 8 mL of dioxane, 1 mL of EtOH and 4 mL of water in a sealed glass tube was heated in a microwave at 105° C. for 45 min. Crude liquid chromatography/mass spectropscopy indicated the reaction was not completed. To the reaction mixture was added 83 mg of ... The yield is 69.0%.